From a dataset of the Open Reaction Database (ORD), a public repository of structured organic reaction records. describe an organic reaction: reactants, conditions, products, and yield The reactants are C1(=CC=CC=C1)S(=O)(=O)N1C2=C(C3=C1C=NC(=C3OC3CCN(CC3)CCOC3OCCCC3)C#N)C=C(C=N2)Br (9-benzenesulfonyl-3-bromo-5-{1-[2-(tetrahydropyran-2-yloxy)-ethyl]-piperidin-4-yloxy}-9H-dipyrido[2,3-b;4′,3′-d]pyrrole-6-carbonitrile), CC1=CC=C(C=C1)S(=O)(=O)O (tosic acid). The solvent is ClCCl (dichloromethane), CO (methanol). Reaction conditions: temperature 40 celsius. The product is C1(=CC=CC=C1)S(=O)(=O)N1C2=C(C3=C1C=NC(=C3OC3CCN(CC3)CCO)C#N)C=C(C=N2)Br (9-Benzenesulfonyl-3-bromo-5-[1-(2-hydroxyethyl)-piperidin-4-yloxy]-9H-dipyrido[2,3-b;4′,3′-d]pyrrole-6-carbonitrile). Yield: 107.8%. Reaction SMILES: [C:1]1([S:7]([N:10]2[C:14]3[CH:15]=[N:16][C:17]([C:35]#[N:36])=[C:18]([O:19][CH:20]4[CH2:25][CH2:24][N:23]([CH2:26][CH2:27][O:28]C5CCCCO5)[CH2:22][CH2:21]4)[C:13]=3[C:12]3[CH:37]=[C:38]([Br:41])[CH:39]=[N:40][C:11]2=3)(=[O:9])=[O:8])[CH:6]=[CH:5][CH:4]=[CH:3][CH:2]=1.CC1C=CC(S(O)(=O)=O)=CC=1>ClCCl.CO>[C:1]1([S:7]([N:10]2[C:14]3[CH:15]=[N:16][C:17]([C:35]#[N:36])=[C:18]([O:19][CH:20]4[CH2:21][CH2:22][N:23]([CH2:26][CH2:27][OH:28])[CH2:24][CH2:25]4)[C:13]=3[C:12]3[CH:37]=[C:38]([Br:41])[CH:39]=[N:40][C:11]2=3)(=[O:8])=[O:9])[CH:2]=[CH:3][CH:4]=[CH:5][CH:6]=1. Procedure: To a solution of 9-benzenesulfonyl-3-bromo-5-{1-[2-(tetrahydropyran-2-yloxy)-ethyl]-piperidin-4-yloxy}-9H-dipyrido[2,3-b;4′,3′-d]pyrrole-6-carbonitrile (330 mg, 0.52 mmol) in dichloromethane (5 mL) and methanol (10 mL) was added tosic acid monhydrate (100 mg, 0.52 mmol) and the reaction mixture heated to 40° C. for 4 hours then concentrated in-vacuo. The resultant residue was was taken up in dichloromethane, diluted with saturated aqueous sodium bicarbonate (20 mL) and extracted with dichloromet... RXN SMILES: [CH2:1]([CH3:2])[O:3][CH2:4][C:5]([CH:6]([CH2:7][c:8]1[cH:9][cH:10][cH:11][c:12]2[cH:13][cH:14][cH:15][cH:16][c:17]12)[N+:18]([O-:19])=[O:20])([OH:21])[CH2:22][O:23][CH2:24][CH3:25].[CH:28]([OH:29])([CH3:30])[CH3:31].[H:26][H:27]>>[CH2:1]([CH3:2])[O:3][CH2:4][C:5]([CH:6]([CH2:7][c:8]1[cH:9][cH:10][cH:11][c:12]2[cH:13][cH:14][cH:15][cH:16][c:17]12)[NH2:18])([OH:21])[CH2:22][O:23][CH2:24][CH3:25]. The product is CCOCC(O)(COCC)C(N)Cc1cccc2ccccc12. The reactants are CCOCC(O)(COCC)C(Cc1cccc2ccccc12)[N+](=O)[O-], CC(C)O, [H][H]. Starting materials: O=[N+]([O-])c1ccc2scnc2c1, [Na+], [OH-], Cl[Sn]Cl. Yields the product Nc1ccc2scnc2c1. RXN SMILES: [N+:4]([O-:5])(=[O:6])[c:7]1[cH:8][cH:9][c:10]2[c:11]([n:12][cH:13][s:14]2)[cH:15]1.[Na+:17].[OH-:16].[Sn:1]([Cl:2])[Cl:3]>>[NH2:4][c:7]1[cH:8][cH:9][c:10]2[c:11]([n:12][cH:13][s:14]2)[cH:15]1. Reactants: BrC1=CC=C(CN2C3=C(C(=C(C2=O)C(=O)NCC(=O)OC(C)(C)C)O)CSC3)C=C1 (tert-butyl N-{[1-(4-bromobenzyl)-4-hydroxy-2-oxo-1,2,5,7-tetrahydrothieno[3,4-b]pyridin-3-yl]carbonyl}glycinate), C(=O)(C(F)(F)F)O (TFA). The solvent is C(Cl)Cl (CH2Cl2). Conditions: temperature 40 celsius. Yields the product BrC1=CC=C(CN2C3=C(C(=C(C2=O)C(=O)NCC(=O)O)O)CSC3)C=C1 (([1-(4-bromobenzyl)-4-hydroxy-2-oxo-1,2,5,7-tetrahydrothieno[3,4-b]pyridin-3-yl]carbonyl}glycine). Reaction SMILES: [Br:1][C:2]1[CH:30]=[CH:29][C:5]([CH2:6][N:7]2[C:12](=[O:13])[C:11]([C:14]([NH:16][CH2:17][C:18]([O:20]C(C)(C)C)=[O:19])=[O:15])=[C:10]([OH:25])[C:9]3[CH2:26][S:27][CH2:28][C:8]2=3)=[CH:4][CH:3]=1.C(O)(C(F)(F)F)=O>C(Cl)Cl>[Br:1][C:2]1[CH:3]=[CH:4][C:5]([CH2:6][N:7]2[C:12](=[O:13])[C:11]([C:14]([NH:16][CH2:17][C:18]([OH:20])=[O:19])=[O:15])=[C:10]([OH:25])[C:9]3[CH2:26][S:27][CH2:28][C:8]2=3)=[CH:29][CH:30]=1. Procedure details: To tert-butyl N-{[1-(4-bromobenzyl)-4-hydroxy-2-oxo-1,2,5,7-tetrahydrothieno[3,4-b]pyridin-3-yl]carbonyl}glycinate (prepared in similar fashion to Reference Example 3 and the preceding Reference Examples, 1.007 g, 2.033 mmol) was added CH2Cl2 (10.0 mL) and TFA (2.0 mL) at rt. After 1 hr the reaction was heated to 40° C. for an additional 4 h. The reaction was concentrated and then diluted with Et2O and MeOH to crystallize the sample. The liquid was decanted away and the solid was washed twice wi... The reactants are CC(C)(C)OC(=O)CBr, CCCOC(=O)c1sc(Br)c(Br)c1O. Product: CCCOC(=O)c1sc(Br)c(Br)c1OCC(=O)OC(C)(C)C. As a reaction SMILES: [C:15]([CH3:16])([CH3:17])([CH3:18])[O:19][C:20]([CH2:21][Br:22])=[O:23].[CH2:1]([CH2:2][CH3:3])[O:4][C:5](=[O:6])[c:7]1[s:8][c:9]([Br:14])[c:10]([Br:13])[c:11]1[OH:12]>>[CH2:1]([CH2:2][CH3:3])[O:4][C:5](=[O:6])[c:7]1[s:8][c:9]([Br:14])[c:10]([Br:13])[c:11]1[O:12][CH2:21][C:20]([O:19][C:15]([CH3:16])([CH3:17])[CH3:18])=[O:23]. The reactants are CC1=NC2(CCOc3ccc(Br)cc32)N=C1N, OB(O)c1cc(Cl)cc(Cl)c1, [K+], [K+], O=C([O-])[O-], C1COCCO1. Product: CC1=NC2(CCOc3ccc(-c4cc(Cl)cc(Cl)c4)cc32)N=C1N. RXN SMILES: [Br:1][c:2]1[cH:3][c:4]2[c:9]([cH:10][cH:11]1)[O:8][CH2:7][CH2:6][C:5]21[N:12]=[C:13]([CH3:17])[C:14]([NH2:16])=[N:15]1.[Cl:18][c:19]1[cH:20][c:21]([B:26]([OH:27])[OH:28])[cH:22][c:23]([Cl:25])[cH:24]1.[K+:29].[K+:30].[O-:31][C:32]([O-:33])=[O:34].[O:35]1[CH2:36][CH2:37][O:38][CH2:39][CH2:40]1>>[c:2]1(-[c:21]2[cH:20][c:19]([Cl:18])[cH:24][c:23]([Cl:25])[cH:22]2)[cH:3][c:4]2[c:9]([cH:10][cH:11]1)[O:8][CH2:7][CH2:6][C:5]21[N:12]=[C:13]([CH3:17])[C:14]([NH2:16])=[N:15]1. Starting materials: O=C(O)C=CC(=O)O, N, [Na+], [OH-], O, O=S(=O)(O)O, CC(NC(CC(=O)OC(C)(C)C)Cc1cc(F)c(F)cc1F)c1ccccc1. The product is CC(NC(CC(=O)O)Cc1cc(F)c(F)cc1F)c1ccccc1. As a reaction SMILES: [C:1]([OH:2])(=[O:3])[CH:4]=[CH:5][C:6]([OH:7])=[O:8].[NH3:44].[Na+:43].[OH-:42].[OH2:45].[S:37](=[O:38])(=[O:39])([OH:40])[OH:41].[c:9]1([CH:15]([CH3:16])[NH:17][CH:18]([CH2:19][C:20](=[O:21])[O:22][C:23]([CH3:24])([CH3:25])[CH3:26])[CH2:27][c:28]2[c:29]([F:36])[cH:30][c:31]([F:35])[c:32]([F:34])[cH:33]2)[cH:10][cH:11][cH:12][cH:13][cH:14]1>>[c:9]1([CH:15]([CH3:16])[NH:17][CH:18]([CH2:19][C:20](=[O:21])[OH:22])[CH2:27][c:28]2[c:29]([F:36])[cH:30][c:31]([F:35])[c:32]([F:34])[cH:33]2)[cH:10][cH:11][cH:12][cH:13][cH:14]1. Reaction SMILES: [OH:1][CH:2]1[C:6]2([CH2:11][CH2:10][N:9]([C:12]([O:14][C:15]([CH3:18])([CH3:17])[CH3:16])=[O:13])[CH2:8][CH2:7]2)[C:5](=[O:19])[NH:4][CH2:3]1.Br[C:21]1[CH2:25][O:24][C:23](=[O:26])[CH:22]=1.CC1(C)C2C(=C(P(C3C=CC=CC=3)C3C=CC=CC=3)C=CC=2)OC2C(P(C3C=CC=CC=3)C3C=CC=CC=3)=CC=CC1=2.C([O-])([O-])=O.[K+].[K+].N#N.O>CC([O-])=O.CC([O-])=O.[Pd+2].O1CCOCC1>[OH:1][CH:2]1[C:6]2([CH2:7][CH2:8][N:9]([C:12]([O:14][C:15]([CH3:16])([CH3:18])[CH3:17])=[O:13])[CH2:10][CH2:11]2)[C:5](=[O:19])[N:4]([C:21]2[CH2:25][O:24][C:23](=[O:26])[CH:22]=2)[CH2:3]1 |f:3.4.5,8.9.10|. Run in O1CCOCC1 (dioxane). The reagents and catalysts are CC(=O)[O-].CC(=O)[O-].[Pd+2] (Pd(OAc)2). Product: OC1CN(C(C12CCN(CC2)C(=O)OC(C)(C)C)=O)C=2COC(C2)=O (tert-Butyl 4-hydroxy-1-oxo-2-(5-oxo-2,5-dihydrofuran-3-yl)-2,8-diazaspiro[4.5]decane-8-carboxylate). Reactants: O (H2O), OC1CNC(C12CCN(CC2)C(=O)OC(C)(C)C)=O (tert-butyl 4-hydroxy-1-oxo-2,8-diazaspiro[4.5]decane-8-carboxylate), BrC1=CC(OC1)=O (4-bromofuran-2(5H)-one), CC1(C2=C(C(=CC=C2)P(C3=CC=CC=C3)C4=CC=CC=C4)OC5=C(C=CC=C51)P(C6=CC=CC=C6)C7=CC=CC=C7)C (Xantphos), C(=O)([O-])[O-].[K+].[K+] (K2CO3), N#N (N2). Reported procedure: To a round bottom flask was charged tert-butyl 4-hydroxy-1-oxo-2,8-diazaspiro[4.5]decane-8-carboxylate (300 mg, 1.11 mmol), 4-bromofuran-2(5H)-one (271 mg, 1.66 mmol), Pd(OAc)2 (24.9 mg, 0.111 mmol), Xantphos (96 mg, 0.166 mmol), and K2CO3 (307 mg, 2.22 mmol). The flask was sealed, vacuumed and back filled with N2 and filled with dioxane (4.5 mL) and H2O (60.0 μL, 3.33 mmol). The reaction mixture was heated at 90° C. overnight, then filtered through CELITE®, and evaporated to give the crude prod... Reaction conditions: temperature 90 celsius.